From a dataset of the Open Reaction Database (ORD), a public repository of structured organic reaction records. describe an organic reaction: reactants, conditions, products, and yield The reactants are N1CCC2=CC=CC=C12 (Indoline), C(C)(C)N(C(C)C)CC (N,N-diisopropylethylamine), CN(C=O)C (N,N-dimethylformamide), FC1=C(C=C(C=C1)C(F)(F)F)[N+](=O)[O-] (1-fluoro-2-nitro-4-(trifluoromethyl)benzene). Run in O (Water). Conditions: time 1 hour. Yields the product [N+](=O)([O-])C1=C(C=CC(=C1)C(F)(F)F)N1CCC2=CC=CC=C12 (1-(2-nitro-4-(trifluoromethyl)phenyl)indoline). The yield is 99.4%. RXN SMILES: [NH:1]1[C:9]2[C:4](=[CH:5][CH:6]=[CH:7][CH:8]=2)[CH2:3][CH2:2]1.C(N(CC)C(C)C)(C)C.CN(C)C=O.F[C:25]1[CH:30]=[CH:29][C:28]([C:31]([F:34])([F:33])[F:32])=[CH:27][C:26]=1[N+:35]([O-:37])=[O:36]>O>[N+:35]([C:26]1[CH:27]=[C:28]([C:31]([F:32])([F:33])[F:34])[CH:29]=[CH:30][C:25]=1[N:1]1[C:9]2[C:4](=[CH:5][CH:6]=[CH:7][CH:8]=2)[CH2:3][CH2:2]1)([O-:37])=[O:36]. Procedure details: Indoline (402 μl, 3.59 mmol, commercially available product) and N,N-diisopropylethylamine (619 μl, 3.59 mmol) were sequentially added at 0° C. to a N,N-dimethylformamide (DMF; 2 ml) solution of 1-fluoro-2-nitro-4-(trifluoromethyl)benzene (498 mg, 2.38 mmol, commercially available product). The resulting mixture was warmed to room temperature and stirred for one hour. The mixture was then heated at 70° C. for 5.5 hours with stirring. The mixture was cooled to room temperature. Water was added to... Reactants: [BH4-], C=CCN, CCO, COC(OC)C(C)=O, [Na+]. RXN SMILES: [BH4-:13].[CH2:9]([CH:10]=[CH2:11])[NH2:12].[CH3:15][CH2:16][OH:17].[CH3:1][O:2][CH:3]([C:4](=[O:5])[CH3:6])[O:7][CH3:8].[Na+:14]>>[CH3:1][O:2][CH:3]([CH:4]([CH3:6])[NH:12][CH2:9][CH:10]=[CH2:11])[O:7][CH3:8]. Yields the product C=CCNC(C)C(OC)OC. Starting materials: O (Water), C=1C=C(C(=C(C1)Cl)Cl)N2CCN(CC2)CCCCOC=3C=CC4=C(C3)NC(=O)CC4 (Aripiprazole), FC(C(=O)O)(F)F (Trifluoroacetic acid), 1,2-Dichloro-4,5-dicyano quinone, [OH-].[Na+] (NaOH). Solvent: O1CCCC1 (tetrahydrofuran). Yields the product C1CN(CCN1CCCCOC2=CC3=C(C=C2)C=CC(=O)N3)C4=C(C(=CC=C4)Cl)Cl (dehydroaripiprazole). Yield: 102.3%. RXN SMILES: [CH:1]1[CH:2]=[C:3]([N:9]2[CH2:14][CH2:13][N:12]([CH2:15][CH2:16][CH2:17][CH2:18][O:19][C:20]3[CH:21]=[CH:22][C:23]4[CH2:30][CH2:29][C:27](=[O:28])[NH:26][C:24]=4[CH:25]=3)[CH2:11][CH2:10]2)[C:4]([Cl:8])=[C:5]([Cl:7])[CH:6]=1.FC(F)(F)C(O)=O.O.[OH-].[Na+]>O1CCCC1>[CH2:11]1[N:12]([CH2:15][CH2:16][CH2:17][CH2:18][O:19][C:20]2[CH:21]=[CH:22][C:23]3[CH:30]=[CH:29][C:27]([NH:26][C:24]=3[CH:25]=2)=[O:28])[CH2:13][CH2:14][N:9]([C:3]2[CH:2]=[CH:1][CH:6]=[C:5]([Cl:7])[C:4]=2[Cl:8])[CH2:10]1 |f:3.4|. Reported procedure: Aripiprazole (Formula VIA; 15 g, 0.03 mol) was dissolved in anhydrous tetrahydrofuran (360 mL). Trifluoroacetic acid (12 mL, 0.16 mol) was added to the clear solution. 1,2-Dichloro-4,5-dicyano quinone (24.3 g, 0.11 mol) was added and the mixture was stirred at room temperature under nitrogen atmosphere. The reaction was stirred for 40 minutes and TLC showed no starting material remaining Water (1.5 L) was added then reaction mixture basified with 50% aq NaOH until pH 12. The reaction mixture was... Reactants: Cl (HCl), COC(=O)[C@H]1N(CC=2C=C3OC(C(NC3=CC2C1)=O)C1=CC=C(C=C1)OCC1=CC(=C(C=C1)Cl)Cl)C(=O)OC(C)(C)C ((7S)-3-[4-(3,4-dichloro-benzyloxy)-phenyl]-2-oxo-1,2,3,5,7,8-hexahydro-4-oxa-1,6-diaza-anthracene-6,7-dicarboxylic acid 6-tert-butyl ester 7-methyl ester), [Li+].[OH-] (LiOH), [OH-].[Li+] (lithium hydroxide). The solvent is C1CCOC1.CO (THF methanol). Reaction conditions: temperature 0 celsius, time 3 hour. The product is C(C)(C)(C)OC(=O)N1CC=2C=C3OC(C(NC3=CC2CC1C(=O)O)=O)C1=CC=C(C=C1)OCC1=CC(=C(C=C1)Cl)Cl (3-[4-(3,4-dichloro-benzyloxy)-phenyl]-2-oxo-1,2,3,5,7,8-hexahydro-4-oxa-1,6-diaza-anthracene-6,7-dicarboxylic acid 6-tert-butyl ester). Isolated yield 95.9%. RXN SMILES: C[O:2][C:3]([C@@H:5]1[CH2:18][C:17]2[CH:16]=[C:15]3[C:10]([O:11][CH:12]([C:20]4[CH:25]=[CH:24][C:23]([O:26][CH2:27][C:28]5[CH:33]=[CH:32][C:31]([Cl:34])=[C:30]([Cl:35])[CH:29]=5)=[CH:22][CH:21]=4)[C:13](=[O:19])[NH:14]3)=[CH:9][C:8]=2[CH2:7][N:6]1[C:36]([O:38][C:39]([CH3:42])([CH3:41])[CH3:40])=[O:37])=[O:4].[OH-].[Li+].Cl>C1COCC1.CO>[C:39]([O:38][C:36]([N:6]1[CH:5]([C:3]([OH:4])=[O:2])[CH2:18][C:17]2[CH:16]=[C:15]3[C:10]([O:11][CH:12]([C:20]4[CH:25]=[CH:24][C:23]([O:26][CH2:27][C:28]5[CH:33]=[CH:32][C:31]([Cl:34])=[C:30]([Cl:35])[CH:29]=5)=[CH:22][CH:21]=4)[C:13](=[O:19])[NH:14]3)=[CH:9][C:8]=2[CH2:7]1)=[O:37])([CH3:42])([CH3:40])[CH3:41] |f:1.2,4.5|. Reported procedure: (7S)-3-[4-(3,4-dichloro-benzyloxy)-phenyl]-2-oxo-1,2,3,5,7,8-hexahydro-4-oxa-1,6-diaza-anthracene-6,7-dicarboxylic acid 6-tert-butyl ester 7-methyl ester (1.6 g) was dissolved in THF-methanol (4:1, 20 mL), 2 N lithium hydroxide solution (2.5 mL) was added, and the resulting reaction mixture was stirred at 0° C. for 3 h when an additional equiv of LiOH (2N) was added. The resulting mixture stirred at 0° C. for 3 h. The reaction mixture was neutralized with 1N HCl and extracted with ethyl acetate.... Reactants: ClC1=NC2=CC=C(C=C2C=C1)[N+](=O)[O-] (2-chloro-6-nitro-quinoline), COC1=C(CN)C=CC=C1 (2-methoxy-benzylamine), CN1CCN(CC1)CC(=O)O (4-methyl-piperazin-1-yl acetic acid). Product: COC1=C(CNC2=NC3=CC=C(C=C3C=C2)NC(CN2CCN(CC2)C)=O)C=CC=C1 (N-[2-(2-Methoxy-benzylamino)-quinolin-6-yl]-2-(4-methyl-piperazin-1-yl)-acetamide). As a reaction SMILES: Cl[C:2]1[CH:11]=[CH:10][C:9]2[C:4](=[CH:5][CH:6]=[C:7]([N+:12]([O-])=O)[CH:8]=2)[N:3]=1.[CH3:15][O:16][C:17]1[CH:24]=[CH:23][CH:22]=[CH:21][C:18]=1[CH2:19][NH2:20].[CH3:25][N:26]1[CH2:31][CH2:30][N:29]([CH2:32][C:33](O)=[O:34])[CH2:28][CH2:27]1>>[CH3:15][O:16][C:17]1[CH:24]=[CH:23][CH:22]=[CH:21][C:18]=1[CH2:19][NH:20][C:2]1[CH:11]=[CH:10][C:9]2[C:4](=[CH:5][CH:6]=[C:7]([NH:12][C:33](=[O:34])[CH2:32][N:29]3[CH2:30][CH2:31][N:26]([CH3:25])[CH2:27][CH2:28]3)[CH:8]=2)[N:3]=1. Procedure details: The title compound, MS: m/e=420.0 (M+H+), was prepared in accordance with the general method of example 16 from 2-chloro-6-nitro-quinoline, 2-methoxy-benzylamine and 4-methyl-piperazin-1-yl acetic acid. Reactants: CC(C)N(NC(=O)c1ccccc1)C(=O)CCc1ccc(Br)cc1, O=C([O-])[O-], COCCOC, [Na+], [Na+], OB(O)c1ccccc1. The product is CC(C)N(NC(=O)c1ccccc1)C(=O)CCc1ccc(-c2ccccc2)cc1. Reaction SMILES: [Br:1][c:2]1[cH:3][cH:4][c:5]([CH2:8][CH2:9][C:10](=[O:11])[N:12]([NH:13][C:14]([c:15]2[cH:16][cH:17][cH:18][cH:19][cH:20]2)=[O:21])[CH:22]([CH3:23])[CH3:24])[cH:6][cH:7]1.[C:25](=[O:26])([O-:27])[O-:28].[CH3:40][O:41][CH2:42][CH2:43][O:44][CH3:45].[Na+:29].[Na+:30].[OH:31][B:32]([OH:33])[c:34]1[cH:35][cH:36][cH:37][cH:38][cH:39]1>>[c:2]1(-[c:34]2[cH:35][cH:36][cH:37][cH:38][cH:39]2)[cH:3][cH:4][c:5]([CH2:8][CH2:9][C:10](=[O:11])[N:12]([NH:13][C:14]([c:15]2[cH:16][cH:17][cH:18][cH:19][cH:20]2)=[O:21])[CH:22]([CH3:23])[CH3:24])[cH:6][cH:7]1.